From a dataset of the Open Reaction Database (ORD), a public repository of structured organic reaction records. describe an organic reaction: reactants, conditions, products, and yield The reactants are COC(=O)c1sc(-c2cccc(C3CC(C)(C)CC(C)(C)C3)c2)c(C)c1OCC(=O)NCCNC(=O)OC(C)(C)C, ClCCl, Cl, C1COCCO1. Yields the product COC(=O)c1sc(-c2cccc(C3CC(C)(C)CC(C)(C)C3)c2)c(C)c1OCC(=O)NCCN. RXN SMILES: [CH3:1][O:2][C:3](=[O:4])[c:5]1[s:6][c:7](-[c:26]2[cH:27][c:28]([CH:32]3[CH2:33][C:34]([CH3:40])([CH3:41])[CH2:35][C:36]([CH3:38])([CH3:39])[CH2:37]3)[cH:29][cH:30][cH:31]2)[c:8]([CH3:25])[c:9]1[O:10][CH2:11][C:12]([NH:13][CH2:14][CH2:15][NH:16][C:17]([O:18][C:19]([CH3:20])([CH3:21])[CH3:22])=[O:23])=[O:24].[Cl:43][CH2:44][Cl:45].[ClH:42].[O:46]1[CH2:47][CH2:48][O:49][CH2:50][CH2:51]1>>[CH3:1][O:2][C:3](=[O:4])[c:5]1[s:6][c:7](-[c:26]2[cH:27][c:28]([CH:32]3[CH2:33][C:34]([CH3:40])([CH3:41])[CH2:35][C:36]([CH3:38])([CH3:39])[CH2:37]3)[cH:29][cH:30][cH:31]2)[c:8]([CH3:25])[c:9]1[O:10][CH2:11][C:12]([NH:13][CH2:14][CH2:15][NH2:16])=[O:24].